From a dataset of the Open Reaction Database (ORD), a public repository of structured organic reaction records. describe an organic reaction: reactants, conditions, products, and yield Reactants: C(C)C1=CC=C(C=C1)C1CC(CN(C1)C(=O)N1CCOCC1)C(=O)O (5-(4-Ethylphenyl)-1-(morpholin-4-ylcarbonyl)piperidine-3-carboxylic acid), ClC1=C(C=CC=C1)CC(N)=NO (2-(2-chlorophenyl)-N′-hydroxyethanimidamide). Yields the product ClC1=C(CC2=NOC(=N2)C2CN(CC(C2)C2=CC=C(C=C2)CC)C(=O)N2CCOCC2)C=CC=C1 (4-({3-[3-(2-Chlorobenzyl)-1,2,4-oxadiazol-5-yl]-5-(4-ethylphenyl)piperidin-1-yl}carbonyl)-morpholine). As a reaction SMILES: [CH2:1]([C:3]1[CH:8]=[CH:7][C:6]([CH:9]2[CH2:14][N:13]([C:15]([N:17]3[CH2:22][CH2:21][O:20][CH2:19][CH2:18]3)=[O:16])[CH2:12][CH:11]([C:23]([OH:25])=O)[CH2:10]2)=[CH:5][CH:4]=1)[CH3:2].[Cl:26][C:27]1[CH:32]=[CH:31][CH:30]=[CH:29][C:28]=1[CH2:33][C:34](=[N:36]O)[NH2:35]>>[Cl:26][C:27]1[CH:32]=[CH:31][CH:30]=[CH:29][C:28]=1[CH2:33][C:34]1[N:35]=[C:23]([CH:11]2[CH2:10][CH:9]([C:6]3[CH:7]=[CH:8][C:3]([CH2:1][CH3:2])=[CH:4][CH:5]=3)[CH2:14][N:13]([C:15]([N:17]3[CH2:22][CH2:21][O:20][CH2:19][CH2:18]3)=[O:16])[CH2:12]2)[O:25][N:36]=1. Procedure details: 69 mg (0.20 mmol) of 5-(4-ethylphenyl)-1-(morpholin-4-ylcarbonyl)piperidine-3-carboxylic acid (Example 38A) and 41 mg (0.22 mmol, 1.1 eq.) of 2-(2-chlorophenyl)-N′-hydroxyethanimidamide were reacted according to the General Method 1. Yield: 10 mg (10% of theory) Reactants: C1(=CC=CC=C1)C (Toluene), CC1=C(C(C(=C(C1=O)C)C)=O)C(CCCCCO)C1=CC=CC=C1 (6-(3,5,6-trimethyl-1,4-benzoquinon-2-yl)-6-phenylhexanol), [O-]C#N.[K+] (potassium cyanate), FC(C(=O)O)(F)F (trifluoroacetic acid). Solvent: O (water). Reaction conditions: time 3 hour. The product is C(N)(OCCCCCC(C1=CC=CC=C1)C=1C(C(=C(C(C1C)=O)C)C)=O)=O (6-(3,5,6-trimethyl-1,4-benzoquinon-2-yl)-6-phenylhexyl carbamate). The yield is 71.3%. Reaction SMILES: C1(C)C=CC=CC=1.[CH3:8][C:9]1[C:14](=[O:15])[C:13]([CH3:16])=[C:12]([CH3:17])[C:11](=[O:18])[C:10]=1[CH:19]([C:26]1[CH:31]=[CH:30][CH:29]=[CH:28][CH:27]=1)[CH2:20][CH2:21][CH2:22][CH2:23][CH2:24][OH:25].[O-:32][C:33]#[N:34].[K+].FC(F)(F)C(O)=O>O>[C:33](=[O:32])([O:25][CH2:24][CH2:23][CH2:22][CH2:21][CH2:20][CH:19]([C:10]1[C:11](=[O:18])[C:12]([CH3:17])=[C:13]([CH3:16])[C:14](=[O:15])[C:9]=1[CH3:8])[C:26]1[CH:27]=[CH:28][CH:29]=[CH:30][CH:31]=1)[NH2:34] |f:2.3|. Procedure: Toluene (10 ml) was added to 1.20 g (3.68 mmole) of 6-(3,5,6-trimethyl-1,4-benzoquinon-2-yl)-6-phenylhexanol and 0.90 g (3.68×3 mmole) of potassium cyanate, followed by stirring at room temperature, and 1.38 g (3.68×3.3 mmole) of trifluoroacetic acid was added to the mixture over the 5-minutes period. 5 Minutes later, the reaction temperature was raised to 40° C., and stirring was effected at 35° to 40° C. for 3 hours. After water was added, the insoluble matter was filtered out, and isopropyl e... Reactants: [N-]=C=O.[N-]=C=O.C=1(C(=CC=CC1)C)C (xylene diisocyanate), C1=CC(=CC(=C1)CN=C=O)CN=C=O (Takenate). Product: C(O)C(CC)(CO)CO (trimethylolpropane). As a reaction SMILES: [N-]=[C:2]=[O:3].[N-]=[C:5]=[O:6].[C:7]1(C)[C:8]([CH3:13])=CC=C[CH:12]=1.C1C=C(CN=C=[O:24])C=C(CN=C=O)C=1>>[CH2:12]([C:7]([CH2:2][OH:3])([CH2:5][OH:6])[CH2:8][CH3:13])[OH:24] |f:0.1.2|. Procedure: As the oil phase component, 14 g of trimethylolpropane and xylene diisocyanate adduct (Takenate D-110N, produced by Mitsui Takeda Chemicals, Inc., a 75 mass % ethyl acetate solution), 2.0 g of Ethylenic Double Bond-Containing Compound (A) and 0.12 g of Pionin A-41C (produced by Takemoto Yushi Co., Ltd.) were dissolved in 16.67 g of ethyl acetate. As the aqueous phase component, 37.5 g of an aqueous 4 mass % PVA-205 solution was prepared. The oil phase component and the aqueous phase component we... As a reaction SMILES: Cl[S:2]([C:5]1[CH:10]=[CH:9][C:8]([N:11]=[N:12][C:13]2[C:14]([C:25](=[O:28])[NH:26][CH3:27])=[N:15][N:16]([C:19]3[CH:24]=[CH:23][CH:22]=[CH:21][CH:20]=3)[C:17]=2[OH:18])=[CH:7][CH:6]=1)(=[O:4])=[O:3].Br.[Br:30][CH2:31][CH2:32][CH2:33][CH2:34][CH2:35][CH2:36][NH2:37]>N1C(C)=CC=CC=1C.C(N(C(C)C)CC)(C)C>[Br:30][CH2:31][CH2:32][CH2:33][CH2:34][CH2:35][CH2:36][NH:37][S:2]([C:5]1[CH:10]=[CH:9][C:8]([N:11]=[N:12][C:13]2[C:14]([C:25](=[O:28])[NH:26][CH3:27])=[N:15][N:16]([C:19]3[CH:24]=[CH:23][CH:22]=[CH:21][CH:20]=3)[C:17]=2[OH:18])=[CH:7][CH:6]=1)(=[O:4])=[O:3] |f:1.2|. The product is BrCCCCCCNS(=O)(=O)C1=CC=C(C=C1)N=NC=1C(=NN(C1O)C1=CC=CC=C1)C(NC)=O (4-[4-(6-bromohexylsulfamoyl)phenylazo]-5-hydroxy-3-methylcarbamoyl-1-phenyl-1H-pyrazole). Reported procedure: A suspension of 4-(4-chlorosulfonylphenylazo)-5-hydroxy-3-methylcarbamoyl-1-phenyl-1H-pyrazole (12 g) and 6-bromohexylamine hydrobromide (12 g) in 2,6-lutidine (300 ml) and di-isopropylethylamine (3 ml) was allowed to react for 18 hours at room temperature. The reaction mixture was filtered; the filtrate was concentrated to yield an oily material which was washed with hot water to yield the above-identified pyrazole derivative; yield 7.4 g (44%), m.p. 234°-236° C. The reactants are ClS(=O)(=O)C1=CC=C(C=C1)N=NC=1C(=NN(C1O)C1=CC=CC=C1)C(NC)=O (4-(4-chlorosulfonylphenylazo)-5-hydroxy-3-methylcarbamoyl-1-phenyl-1H-pyrazole), Br.BrCCCCCCN (6-bromohexylamine hydrobromide). The solvent is N1=C(C=CC=C1C)C (2,6-lutidine), C(C)(C)N(CC)C(C)C (di-isopropylethylamine). Starting materials: Cl, N=C(N)NN, C1COCCO1, O, CC12CCC(O)CC1CCC1C2CCC2(C)C(C=CC=O)CCC12O, O=C([O-])O. Product: CC12CCC(O)CC1CCC1C2CCC2(C)C(C=CC=NNC(=N)N)CCC12O. As a reaction SMILES: [ClH:10].[NH2:1][NH:2][C:3]([NH2:4])=[NH:5].[O:37]1[CH2:38][CH2:39][O:40][CH2:41][CH2:42]1.[OH2:36].[OH:11][CH:12]1[CH2:13][CH:14]2[CH2:15][CH2:16][CH:17]3[C:18]4([OH:35])[CH2:19][CH2:20][CH:21]([CH:22]=[CH:23][CH:24]=[O:25])[C:26]4([CH3:34])[CH2:27][CH2:28][CH:29]3[C:30]2([CH3:33])[CH2:31][CH2:32]1.[OH:6][C:7](=[O:8])[O-:9]>>[N:1]([NH:2][C:3]([NH2:4])=[NH:5])=[CH:24][CH:23]=[CH:22][CH:21]1[CH2:20][CH2:19][C:18]2([OH:35])[CH:17]3[CH2:16][CH2:15][CH:14]4[CH2:13][CH:12]([OH:11])[CH2:32][CH2:31][C:30]4([CH3:33])[CH:29]3[CH2:28][CH2:27][C:26]21[CH3:34]. Reactants: CC1=C(C=C(C=C1)[N+](=O)[O-])NC(=O)C1=CC=2C(=NC=CN2)S1 (N-(2-methyl-5-nitrophenyl)thieno[2,3-b]pyrazine-6-carboxamide), P(=O)(Cl)(Cl)Cl (phosphorus oxychloride). Product: CC1=C(C=C(C=C1)[N+](=O)[O-])\N=C(\C1=CC=2C(=NC=CN2)S1)/Cl ((Z)—N-(2-methyl-5-nitrophenyl)thieno[2,3-b]pyrazine-6-carbimidoyl chloride). The yield is 111.9%. As a reaction SMILES: [CH3:1][C:2]1[CH:7]=[CH:6][C:5]([N+:8]([O-:10])=[O:9])=[CH:4][C:3]=1[NH:11][C:12]([C:14]1[S:22][C:17]2=[N:18][CH:19]=[CH:20][N:21]=[C:16]2[CH:15]=1)=O.P(Cl)(Cl)([Cl:25])=O>>[CH3:1][C:2]1[CH:7]=[CH:6][C:5]([N+:8]([O-:10])=[O:9])=[CH:4][C:3]=1/[N:11]=[C:12](\[Cl:25])/[C:14]1[S:22][C:17]2=[N:18][CH:19]=[CH:20][N:21]=[C:16]2[CH:15]=1. Procedure: A solution of N-(2-methyl-5-nitrophenyl)thieno[2,3-b]pyrazine-6-carboxamide 75 (400 mg, 1.273 mmol) in phosphorus oxychloride (15 mL, 161 mmol) was stirred at 105° C. for 7 h. POCl3 was evaporated to dryness and co evaporated with toluene. Triturating with acetonitrile gave crude (Z)—N-(2-methyl-5-nitrophenyl)thieno[2,3-b]pyrazine-6-carbimidoyl chloride 76 (474 mg, 112%) which was used without further purification. (m/z)=333 (M+H)+. The reactants are C(C1=CC=CC=C1)OC1=CC=C(C=C1)O (4-(benzyloxy)phenol), C[O-].[K+] (potassium methoxide), FC(OC1=CC(=C(C=C1)Cl)[N+](=O)[O-])(F)F (4-(trifluoromethoxy)-2-nitro-1-chlorobenzene). Solvent: CN(C)C=O (DMF). Product: C(C1=CC=CC=C1)OC1=CC=C(C=C1)OC1=C(C=C(C=C1)OC(F)(F)F)[N+](=O)[O-] (4-[4-(trifluoromethoxy)-2-nitrophenoxy]-phenyl benzyl ether). As a reaction SMILES: [CH2:1]([O:8][C:9]1[CH:14]=[CH:13][C:12]([OH:15])=[CH:11][CH:10]=1)[C:2]1[CH:7]=[CH:6][CH:5]=[CH:4][CH:3]=1.C[O-].[K+].[F:19][C:20]([F:33])([F:32])[O:21][C:22]1[CH:27]=[CH:26][C:25](Cl)=[C:24]([N+:29]([O-:31])=[O:30])[CH:23]=1>CN(C=O)C>[CH2:1]([O:8][C:9]1[CH:10]=[CH:11][C:12]([O:15][C:25]2[CH:26]=[CH:27][C:22]([O:21][C:20]([F:33])([F:19])[F:32])=[CH:23][C:24]=2[N+:29]([O-:31])=[O:30])=[CH:13][CH:14]=1)[C:2]1[CH:3]=[CH:4][CH:5]=[CH:6][CH:7]=1 |f:1.2|. Reported procedure: To a mixture of 10.01 g. of 4-(benzyloxy)phenol and 3.51 g. (0.05 mole) of potassium methoxide in 75 ml. of DMF is added 12.08 g. (0.05 mole) of 4-(trifluoromethoxy)-2-nitro-1-chlorobenzene. The mixture is heated to complete the reaction. Most of the solvent is removed at reduced pressure and the residue treated with methylene chloride and water. The methylene chloride solution is washed with saturated brine, dried, and the solvent removed, leaving 4-[4-(trifluoromethoxy)-2-nitrophenoxy]-phenyl ... Yields the product [N+](=O)([O-])C=1OC2=C(C1C1=CC=CC=C1)C=C(C=C2)NCCC (2-nitro-3-phenyl-5-(n-propyl)aminobenzofuran). Reported procedure: To a solution of 1.8 g. of 2-nitro-3-phenyl-5-propionamidobenzofuran in 50 ml. of tetrahydrofuran is added 10 ml. of 1 N diborane, and the solution is stirred for about 18 hours under a nitrogen atmosphere. To this mixture is cautiously added 5 ml. of 6 N hydrochloric acid. The mixture is heated to its reflux temperature and maintained at reflux for about 30 minutes. The solution is evaporated to provide a residue which is partitioned between cold sodium bicarbonate solution and chloroform. The ... Solvent: O1CCCC1 (tetrahydrofuran). As a reaction SMILES: [N+:1]([C:4]1[O:5][C:6]2[CH:18]=[CH:17][C:16]([NH:19][C:20](=O)[CH2:21][CH3:22])=[CH:15][C:7]=2[C:8]=1[C:9]1[CH:14]=[CH:13][CH:12]=[CH:11][CH:10]=1)([O-:3])=[O:2].B#B.Cl>O1CCCC1>[N+:1]([C:4]1[O:5][C:6]2[CH:18]=[CH:17][C:16]([NH:19][CH2:20][CH2:21][CH3:22])=[CH:15][C:7]=2[C:8]=1[C:9]1[CH:10]=[CH:11][CH:12]=[CH:13][CH:14]=1)([O-:3])=[O:2]. Reactants: [N+](=O)([O-])C=1OC2=C(C1C1=CC=CC=C1)C=C(C=C2)NC(CC)=O (2-nitro-3-phenyl-5-propionamidobenzofuran), B#B (diborane), Cl (hydrochloric acid). Reactants: 3h, [OH-].[K+] (potassium hydroxide), C(C)(C)(C)OC(=O)N1CC(=CCC1)C(=O)OC (methyl 1-tert-butoxycarbonyl-1,2,5,6-tetrahydropyridine-3-carboxylate). Reported procedure: A solution of potassium hydroxide (44 g, 0.79 mol) in water (450 ml) was added to a solution of methyl 1-tert-butoxycarbonyl-1,2,5,6-tetrahydropyridine-3-carboxylate (34.9 g, 145 mmol) in methanol (450 ml). The mixture was refluxed for 3h and evaporated to dryness in vacuo. The residue acidified to pH 2.5 with hydrochloric acid (4M) and extracted with methylene chloride. The organic layer was dried over magnesium sulphate and evaporated to dryness in vacuo to give 1-tert-butoxycarbonyl-1,2,5,6-t... Solvent: O (water), CO (methanol). Yields the product C(C)(C)(C)OC(=O)N1CC(=CCC1)C(=O)O (1-tert-butoxycarbonyl-1,2,5,6-tetrahydropyridine-3-carboxylic acid). Reaction SMILES: [OH-].[K+].[C:3]([O:7][C:8]([N:10]1[CH2:15][CH2:14][CH:13]=[C:12]([C:16]([O:18]C)=[O:17])[CH2:11]1)=[O:9])([CH3:6])([CH3:5])[CH3:4]>O.CO>[C:3]([O:7][C:8]([N:10]1[CH2:15][CH2:14][CH:13]=[C:12]([C:16]([OH:18])=[O:17])[CH2:11]1)=[O:9])([CH3:6])([CH3:4])[CH3:5] |f:0.1|. The reactants are IC1=CC(=CC=2NC(OC21)=O)[N+](=O)[O-] (7-iodo-5-nitro-1,3-benzoxazol-2(3H)-one), C(C)(C)N(C(C)C)CC (N,N-diisopropylethylamine), C[Si](CCOCCl)(C)C ([β-(trimethylsilyl)ethoxy]methyl chloride). Solvent: C(C)(=O)OCC (ethyl acetate), CN(C=O)C (N,N-dimethylformamide). Reaction conditions: temperature 20 celsius, time 1 hour. Product: IC1=CC(=CC=2N(C(OC21)=O)COCC[Si](C)(C)C)[N+](=O)[O-] (7-Iodo-5-nitro-3-{[2-(trimethylsilyl)ethoxy]methyl}-1,3-benzoxazol-2(3H)-one). The yield is 85.3%. As a reaction SMILES: [I:1][C:2]1[C:10]2[O:9][C:8](=[O:11])[NH:7][C:6]=2[CH:5]=[C:4]([N+:12]([O-:14])=[O:13])[CH:3]=1.C(N(CC)C(C)C)(C)C.[CH3:24][Si:25]([CH3:32])([CH3:31])[CH2:26][CH2:27][O:28][CH2:29]Cl>CN(C)C=O.C(OCC)(=O)C>[I:1][C:2]1[C:10]2[O:9][C:8](=[O:11])[N:7]([CH2:29][O:28][CH2:27][CH2:26][Si:25]([CH3:32])([CH3:31])[CH3:24])[C:6]=2[CH:5]=[C:4]([N+:12]([O-:14])=[O:13])[CH:3]=1. Reported procedure: A solution of 7-iodo-5-nitro-1,3-benzoxazol-2(3H)-one (0.76 g, 2.5 mmol) in N,N-dimethylformamide (5 mL) at 0° C. was treated with N,N-diisopropylethylamine (0.65 mL, 3.7 mmol) followed by [β-(trimethylsilyl)ethoxy]methyl chloride (0.61 mL, 3.5 mmol) dropwise and stirred at 20° C. for 1 h. The reaction mixture was diluted with ethyl acetate (100 mL) and washed with 0.5 M HCl (50 mL), brine (25 mL), dried over anhydrous sodium sulfate, filtered, and concentrated to a crude oil. This material was ...